describe an organic reaction: reactants, conditions, products, and yield From a dataset of the Open Reaction Database (ORD), a public repository of structured organic reaction records. The reactants are C1CCOC1, CC1(C)c2cccc(P(c3ccccc3)c3ccccc3)c2Oc2c(P(c3ccccc3)c3ccccc3)cccc21, O=C(C=Cc1ccccc1)C=Cc1ccccc1, O=C(C=Cc1ccccc1)C=Cc1ccccc1, O=C(C=Cc1ccccc1)C=Cc1ccccc1, CN(Cc1ccc(Cl)nc1)C(=O)OC(C)(C)C, Nc1nccs1, [Na+], [Na+], O=C([O-])[O-], [Pd], [Pd]. Yields the product CN(Cc1ccc(Nc2nccs2)nc1)C(=O)OC(C)(C)C. As a reaction SMILES: [CH2:72]1[O:73][CH2:74][CH2:75][CH2:76]1.[CH3:30][C:31]1([CH3:32])[c:33]2[cH:34][cH:35][cH:36][c:37]([P:38]([c:39]3[cH:40][cH:41][cH:42][cH:43][cH:44]3)[c:45]3[cH:46][cH:47][cH:48][cH:49][cH:50]3)[c:51]2[O:52][c:53]2[c:54]1[cH:55][cH:56][cH:57][c:58]2[P:59]([c:60]1[cH:61][cH:62][cH:63][cH:64][cH:65]1)[c:66]1[cH:67][cH:68][cH:69][cH:70][cH:71]1.[CH:115](=[CH:116][C:117]([CH:118]=[CH:119][c:120]1[cH:121][cH:122][cH:123][cH:124][cH:125]1)=[O:126])[c:127]1[cH:128][cH:129][cH:130][cH:131][cH:132]1.[CH:79](=[CH:80][C:81]([CH:82]=[CH:83][c:84]1[cH:85][cH:86][cH:87][cH:88][cH:89]1)=[O:90])[c:91]1[cH:92][cH:93][cH:94][cH:95][cH:96]1.[CH:97](=[CH:98][C:99]([CH:100]=[CH:101][c:102]1[cH:103][cH:104][cH:105][cH:106][cH:107]1)=[O:108])[c:109]1[cH:110][cH:111][cH:112][cH:113][cH:114]1.[Cl:7][c:8]1[cH:9][cH:10][c:11]([CH2:14][N:15]([C:16]([O:17][C:18]([CH3:19])([CH3:20])[CH3:21])=[O:22])[CH3:23])[cH:12][n:13]1.[NH2:1][c:2]1[s:3][cH:4][cH:5][n:6]1.[Na+:24].[Na+:25].[O-:26][C:27](=[O:28])[O-:29].[Pd:77].[Pd:78]>>[NH:1]([c:2]1[s:3][cH:4][cH:5][n:6]1)[c:8]1[cH:9][cH:10][c:11]([CH2:14][N:15]([C:16]([O:17][C:18]([CH3:19])([CH3:20])[CH3:21])=[O:22])[CH3:23])[cH:12][n:13]1.